This data is from the Open Reaction Database (ORD), a public repository of structured organic reaction records. The task is: describe an organic reaction: reactants, conditions, products, and yield The reactants are C1(=CC=C(C=C1)[C@@]1(C[C@H](N(C1)C([C@H](CN(S(=O)(=O)C1=C(C=CC=C1)[N+](=O)[O-])CCCC=C)NC(=O)OC(C)(C)C)=O)C(=O)N[C@]1([C@@H](C1)C=C)C(=O)OCC)OC)C1=CC=CC=C1 ((1R,2S)-ethyl 1-((2S,4R)-4-(biphenyl-4-yl)-1-((S)-2-(tert-butoxycarbonylamino)-3-(2-nitro-N-(pent-4-enyl)phenylsulfonamido)propanoyl)-4-methoxypyrrolidine-2-carboxamido)-2-vinylcyclopropanecarboxylate). The reagents and catalysts are Cl[Ru]([P](C1CCCCC1)(C2CCCCC2)C3CCCCC3)(=CC4=CC=CC=C4)(Cl)=C5N(C6=C(C)C=C(C)C=C6C)CCN5C7=C(C)C=C(C)C=C7C (Grubbs II). Run in C(Cl)Cl (DCM). Yields the product C1(=CC=C(C=C1)[C@@]1(C[C@H]2C(N[C@]3([C@H](\C=C/CCCN(C[C@@H](C(N2C1)=O)NC(=O)OC(C)(C)C)S(=O)(=O)C1=C(C=CC=C1)[N+](=O)[O-])C3)C(=O)OCC)=O)OC)C3=CC=CC=C3 ((2R,6S,13aS,14aR,16aS,Z)-ethyl 2-(biphenyl-4-yl)-6-(tert-butoxycarbonylamino)-2-methoxy-8-(2-nitrophenylsulfonyl)-5,16-dioxo-1,2,3,5,6,7,8,9,10,11,13a,14,14a,15,16,16a-hexadecahydrocyclopropa[n]pyrrolo[2,1-c][1,4,8]triazacyclopentadecine-14a-carboxylate). Yield: 141.0%. Reaction SMILES: [C:1]1(C2C=CC=CC=2)[CH:6]=[CH:5][C:4]([C@@:7]2([O:55][CH3:56])[CH2:11][N:10]([C:12](=[O:41])[C@@H:13]([NH:33][C:34]([O:36][C:37]([CH3:40])([CH3:39])[CH3:38])=[O:35])[CH2:14][N:15]([CH2:28][CH2:29][CH2:30][CH:31]=[CH2:32])[S:16]([C:19]3[CH:24]=[CH:23][CH:22]=[CH:21][C:20]=3[N+:25]([O-:27])=[O:26])(=[O:18])=[O:17])[C@H:9]([C:42]([NH:44][C@:45]3([C:50]([O:52][CH2:53][CH3:54])=[O:51])[CH2:47][C@H:46]3C=C)=[O:43])[CH2:8]2)=[CH:3][CH:2]=1>C(Cl)Cl.Cl[Ru](=C1N(C2C(C)=CC(C)=CC=2C)CCN1C1C(C)=CC(C)=CC=1C)(Cl)(=CC1C=CC=CC=1)[P](C1CCCCC1)(C1CCCCC1)C1CCCCC1>[C:1]1([C:1]2[CH:6]=[CH:5][CH:4]=[CH:3][CH:2]=2)[CH:2]=[CH:3][C:4]([C@@:7]2([O:55][CH3:56])[CH2:11][N:10]3[C@H:9]([C:42](=[O:43])[NH:44][C@:45]4([C:50]([O:52][CH2:53][CH3:54])=[O:51])[CH2:47][C@H:46]4[CH:32]=[CH:31][CH2:30][CH2:29][CH2:28][N:15]([S:16]([C:19]4[CH:24]=[CH:23][CH:22]=[CH:21][C:20]=4[N+:25]([O-:27])=[O:26])(=[O:17])=[O:18])[CH2:14][C@H:13]([NH:33][C:34]([O:36][C:37]([CH3:38])([CH3:40])[CH3:39])=[O:35])[C:12]3=[O:41])[CH2:8]2)=[CH:5][CH:6]=1 |^1:98|. Reported procedure: A mixture of (1R,2S)-ethyl 1-((2S,4R)-4-(biphenyl-4-yl)-1-((S)-2-(tert-butoxycarbonylamino)-3-(2-nitro-N-(pent-4-enyl)phenylsulfonamido)propanoyl)-4-methoxypyrrolidine-2-carboxamido)-2-vinylcyclopropanecarboxylate (95 mg, 0.109 mmol) and Grubbs II (18.46 mg, 0.022 mmol) in DCM (200 mL) was refluxed for 4 h. The reaction mixture was then concentrated in vacuo. The residue was purified by Biotage eluting with 60% EtOAc/hexane to isolate 65 mg (71%) of (2R,6S,13aS,14aR,16aS,Z)-ethyl 2-(biphenyl-4-y... Starting materials: [N+](=O)([O-])C(CO)(CO)C (2-Nitro-2-methyl-1,3-propanediol), O1OOCCC1 (trioxane), C1(=CC=C(C=C1)S(=O)(=O)O)C (p-toluenesulfonic acid), C1=CC=CC=C1 (benzene). Run in C1=CC=CC=C1.O (benzene water). Yields the product CC1(COCOC1)[N+](=O)[O-] (5-methyl-5-nitro-1,3-dioxane). As a reaction SMILES: [N+:1]([C:4]([CH3:9])([CH2:7][OH:8])[CH2:5][OH:6])([O-:3])=[O:2].O1CC[CH2:13]OO1.C1(C)C=CC(S(O)(=O)=O)=CC=1.C1C=CC=CC=1>C1C=CC=CC=1.O>[CH3:9][C:4]1([N+:1]([O-:3])=[O:2])[CH2:7][O:8][CH2:13][O:6][CH2:5]1 |f:4.5|. Procedure details: 2-Nitro-2-methyl-1,3-propanediol 405.00 grams (3.00 moles), 98% trioxane 92.80 grams (1.00 mole), p-toluenesulfonic acid 3.00 grams (0.016 mole), and benzene 600 ml were placed in a two liter three-necked RB flask. The flask was fitted with a thermometer, a mechanical stirrer and a Dean-Stark trap connected to a condenser. The mixture was stirred and refluxed. The slurry gradually became a homogeneous solution (usually about 30 minutes after heating started) and the benzene-water azeotrope start... Reactants: [Na] (sodium), N (ammonia), NC1=C(C=CC=C1)SC=1C(=C(C(C#N)=C(C1Cl)OCCC(C)C)C#N)OCCC(C)C (4-(2-aminophenylthio)-5-chloro-3,6-diisopentoxyphthalonitrile). Run in C(CC)O (n-propyl alcohol). Reaction conditions: time 20 hour. Yields the product NC1=C(C=CC=C1)SC=1C(=C2C(NC(C2=C(C1Cl)OCCC(C)C)=N)=N)OCCC(C)C (5-(2-aminophenylthio)-6-chloro-1,3-diimino-4,7-diisopentoxyisoindoline). Yield: 85.8%. As a reaction SMILES: [Na].[NH3:2].[NH2:3][C:4]1[CH:9]=[CH:8][CH:7]=[CH:6][C:5]=1[S:10][C:11]1[C:12]([O:28][CH2:29][CH2:30][CH:31]([CH3:33])[CH3:32])=[C:13]([C:26]#[N:27])[C:14](=[C:17]([O:20][CH2:21][CH2:22][CH:23]([CH3:25])[CH3:24])[C:18]=1[Cl:19])[C:15]#[N:16]>C(O)CC>[NH2:3][C:4]1[CH:9]=[CH:8][CH:7]=[CH:6][C:5]=1[S:10][C:11]1[C:12]([O:28][CH2:29][CH2:30][CH:31]([CH3:33])[CH3:32])=[C:13]2[C:14](=[C:17]([O:20][CH2:21][CH2:22][CH:23]([CH3:25])[CH3:24])[C:18]=1[Cl:19])[C:15](=[NH:16])[NH:27][C:26]2=[NH:2] |^1:0|. Procedure details: To a solution of sodium metal (0.7 g) in n-propyl alcohol (200 mL) was fed gaseous ammonia at a flow rate of 120 mL/min. at room temperature for 1 hour. Then, 22.8 g of 4-(2-aminophenylthio)-5-chloro-3,6-diisopentoxyphthalonitrile was added and the mixture was stirred at 50~60° C. for 20 hours. After cooling, n-propyl alcohol was distilled off and the residue was dissolved in 200 mL of toluene under warming at 30~40° C. Then, 500 mL of water was added and the mixture was stirred for dispersing a... Starting materials: Cl (hydrochloric acid), Cl.CN(CCC1(SCCC2=C1N(C1=CC=CC=C21)CC)C)C (1-[2-(dimethylamino)ethyl]-9-ethyl-1-methyl-1,3,4,9-tetrahydrothiopyrano[3,4-b]indole hydrochloride). Yields the product CN(CCC1(SCCC2=C1N(C1=CC=CC=C21)CC)C)C (1-[2-(DIMETHYLAMINO)ETHYL]-9-ETHYL-1-METHYL-1,3,4,9-TETRAHYDROTHIOPYRANO[3,4-b]INDOLE). Reaction SMILES: Cl.Cl.[CH3:3][N:4]([CH3:23])[CH2:5][CH2:6][C:7]1([CH3:22])[C:12]2[N:13]([CH2:20][CH3:21])[C:14]3[C:19]([C:11]=2[CH2:10][CH2:9][S:8]1)=[CH:18][CH:17]=[CH:16][CH:15]=3>>[CH3:23][N:4]([CH3:3])[CH2:5][CH2:6][C:7]1([CH3:22])[C:12]2[N:13]([CH2:20][CH3:21])[C:14]3[C:19]([C:11]=2[CH2:10][CH2:9][S:8]1)=[CH:18][CH:17]=[CH:16][CH:15]=3 |f:1.2|. Reported procedure: The corresponding hydrochloric acid addition salt of the title compound, 1-[2-(dimethylamino)ethyl]-9-ethyl-1-methyl-1,3,4,9-tetrahydrothiopyrano[3,4-b]indole hydrochloride, has m.p. 220°-222° C. The reactants are O=C([O-])[O-], C1CNCCN1, COc1cc(-c2cc(CCl)ccn2)cc(OC)c1OC, [K+], [K+], CN(C)C=O. Product: COc1cc(-c2cc(CN3CCNCC3)ccn2)cc(OC)c1OC. RXN SMILES: [C:27](=[O:28])([O-:29])[O-:30].[CH2:21]1[CH2:22][NH:23][CH2:24][CH2:25][NH:26]1.[Cl:1][CH2:2][c:3]1[cH:4][c:5](-[c:9]2[cH:10][c:11]([O:19][CH3:20])[c:12]([O:17][CH3:18])[c:13]([O:15][CH3:16])[cH:14]2)[n:6][cH:7][cH:8]1.[K+:31].[K+:32].[O:33]=[CH:34][N:35]([CH3:36])[CH3:37]>>[CH2:2]([c:3]1[cH:4][c:5](-[c:9]2[cH:10][c:11]([O:19][CH3:20])[c:12]([O:17][CH3:18])[c:13]([O:15][CH3:16])[cH:14]2)[n:6][cH:7][cH:8]1)[N:23]1[CH2:22][CH2:21][NH:26][CH2:25][CH2:24]1.